Dataset: the Open Reaction Database (ORD), a public repository of structured organic reaction records. Task: describe an organic reaction: reactants, conditions, products, and yield Starting materials: ClC=1N=NC(=CC1)N1CCN(CC1)C(C)C (3-chloro-6-(4-isopropyl-piperazin-1-yl)-pyridazine), OC1=CC=C(C=C1)B(O)O ((4-hydroxyphenyl)boronic acid). Yields the product C(C)(C)N1CCN(CC1)C1=CC=C(N=N1)C1=CC=C(C=C1)O (4-[6-(4-Isopropyl-piperazin-1-yl)-pyridazin-3-yl]phenol). RXN SMILES: Cl[C:2]1[N:3]=[N:4][C:5]([N:8]2[CH2:13][CH2:12][N:11]([CH:14]([CH3:16])[CH3:15])[CH2:10][CH2:9]2)=[CH:6][CH:7]=1.[OH:17][C:18]1[CH:23]=[CH:22][C:21](B(O)O)=[CH:20][CH:19]=1>>[CH:14]([N:11]1[CH2:12][CH2:13][N:8]([C:5]2[N:4]=[N:3][C:2]([C:21]3[CH:22]=[CH:23][C:18]([OH:17])=[CH:19][CH:20]=3)=[CH:7][CH:6]=2)[CH2:9][CH2:10]1)([CH3:16])[CH3:15]. Procedure details: 4-[6-(4-Isopropyl-piperazin-1-yl)-pyridazin-3-yl]phenol was prepared by the general procedure I similar to that described in Example 71, starting from 3-chloro-6-(4-isopropyl-piperazin-1-yl)-pyridazine and (4-hydroxyphenyl)boronic acid.